From a dataset of the Open Reaction Database (ORD), a public repository of structured organic reaction records. describe an organic reaction: reactants, conditions, products, and yield Starting materials: C(C)(C)(C)OC(=O)N[C@@H]1C(N(C2C(C(C1)O)CCCC2)CC(=O)OCC)=O (3-(S)-t-butyloxycarbonylamino-1-ethoxycarbonylmethyl-5-hydroxy-2,3,4,5,5a,6,7,8,9,9a-decahydro-1H-[1]benzazepin-2-one), C1(CCCCC1)N=C=NC1CCCCC1 (dicyclohexylcarbodiimide), cuprous chloride, desired adduct, C1(CCCCC1)N=C=NC1CCCCC1 (dicyclohexylcarbodiimide). The reagents and catalysts are [Pd] (Pd/C). The solvent is C(C)(=O)OCC (ethyl acetate), C(Cl)Cl (methylene chloride). Reaction conditions: time 16 hour. The product is C(C)(C)(C)OC(=O)N[C@@H]1C(N(C2C(CC1)CCCC2)CC(=O)OCC)=O (3-(S)-t-butyloxycarbonylamino-1-ethoxycarbonylmethyl-2,3,4,5,5a,6,7,8,9,9a-decahydro-1H-[1]benzazepin-2-one). RXN SMILES: [C:1]([O:5][C:6]([NH:8][C@H:9]1[CH2:15][CH:14](O)[CH:13]2[CH2:17][CH2:18][CH2:19][CH2:20][CH:12]2[N:11]([CH2:21][C:22]([O:24][CH2:25][CH3:26])=[O:23])[C:10]1=[O:27])=[O:7])([CH3:4])([CH3:3])[CH3:2].C1(N=C=NC2CCCCC2)CCCCC1>C(Cl)Cl.C(OCC)(=O)C.[Pd]>[C:1]([O:5][C:6]([NH:8][C@H:9]1[CH2:15][CH2:14][CH:13]2[CH2:17][CH2:18][CH2:19][CH2:20][CH:12]2[N:11]([CH2:21][C:22]([O:24][CH2:25][CH3:26])=[O:23])[C:10]1=[O:27])=[O:7])([CH3:4])([CH3:3])[CH3:2]. Procedure: A mixture of 3-(S)-t-butyloxycarbonylamino-1-ethoxycarbonylmethyl-5-hydroxy-2,3,4,5,5a,6,7,8,9,9a-decahydro-1H-[1]benzazepin-2-one (2.1 g), dicyclohexylcarbodiimide (1.8 g) and cuprous chloride (0.2 g) is heated at 80° under nitrogen for 32 hours. The reaction mixture is cooled to room temperature, the residue is dissolved in methylene chloride (200 ml), washed with dilute ammonium hydroxide (2×50 ml) and water (50 ml). The organic phase is dried over sodium sulfate and evaporated to give a mixt... Starting materials: O (water), C(C=C)(=O)OCCCC (n-butyl acrylate), C([O-])([O-])=O.[Ca+2] (calcium carbonate). Reagents/catalysts: N(=NC(CCC(=O)O)(C)C#N)C(CCC(=O)O)(C)C#N (4,4′-azobis(4-cyanovaleric acid)). Run in C(C(=C)C)(=O)OC (methyl methacrylate), C(C(=C)C)(=O)OC (methyl methacrylate). Reaction conditions: time 20 minute. Product: C(C(=C)C)(=O)OC.C(C=C)(=O)OCCCC (methyl methacrylate n-butyl acrylate). As a reaction SMILES: O.[C:2]([O:6][CH2:7][CH2:8][CH2:9][CH3:10])(=[O:5])[CH:3]=[CH2:4].[C:11](=O)([O-])[O-].[Ca+2]>C(OC)(=O)C(C)=C.N(C(C#N)(C)CCC(O)=O)=NC(C#N)(C)CCC(O)=O>[C:2]([O:6][CH3:7])(=[O:5])[C:3]([CH3:11])=[CH2:4].[C:2]([O:6][CH2:7][CH2:8][CH2:9][CH3:10])(=[O:5])[CH:3]=[CH2:4] |f:2.3,6.7|. Procedure details: (wherein Me represents methyl and Ph represents phenyl), was dissolved in 3.0 g of methyl methacrylate as a monomer, and the solution was added into the reactor. After 20 minutes, as a polymerization initiator, 555 mg of 4,4′-azobis(4-cyanovaleric acid) together with 12 g of distilled water was added into the reactor. Stirring was performed at 80° C. for 20 minutes, and then 52.0 g of methyl methacrylate was dripped from the dropping funnel for over 90 minutes. After 30 minutes, 61.0 g of n-buty... Reactants: CON=CC1=CC2=C(N(C=N2)C2=CC(=CC=C2)Br)C=C1 (1-(3-Bromophenyl)-5-formylbenzimidazole O-methyl oxime), O1C=C(C=C1)B(O)O (3-furanylboronic acid), C([O-])(O)=O.[Na+] (sodium bicarbonate). The reagents and catalysts are C=1C=CC(=CC1)[P](C=2C=CC=CC2)(C=3C=CC=CC3)[Pd]([P](C=4C=CC=CC4)(C=5C=CC=CC5)C=6C=CC=CC6)([P](C=7C=CC=CC7)(C=8C=CC=CC8)C=9C=CC=CC9)[P](C=1C=CC=CC1)(C=1C=CC=CC1)C=1C=CC=CC1 (tetrakis(triphenylphosphine)palladium(0)). Run in O (water), C(OC)COC (dimethoxyethane), O (water). Run at temperature 80 celsius. Yields the product CON=CC1=CC2=C(N(C=N2)C2=CC(=CC=C2)C2=COC=C2)C=C1 (1-(3-(3-Furanyl)phenyl)-5-formylbenzimidazole O-methyl oxime). RXN SMILES: [CH3:1][O:2][N:3]=[CH:4][C:5]1[CH:20]=[CH:19][C:8]2[N:9]([C:12]3[CH:17]=[CH:16][CH:15]=[C:14](Br)[CH:13]=3)[CH:10]=[N:11][C:7]=2[CH:6]=1.[O:21]1[CH:25]=[CH:24][C:23](B(O)O)=[CH:22]1.C(=O)(O)[O-].[Na+]>O.C(COC)OC.C1C=CC([P]([Pd]([P](C2C=CC=CC=2)(C2C=CC=CC=2)C2C=CC=CC=2)([P](C2C=CC=CC=2)(C2C=CC=CC=2)C2C=CC=CC=2)[P](C2C=CC=CC=2)(C2C=CC=CC=2)C2C=CC=CC=2)(C2C=CC=CC=2)C2C=CC=CC=2)=CC=1>[CH3:1][O:2][N:3]=[CH:4][C:5]1[CH:20]=[CH:19][C:8]2[N:9]([C:12]3[CH:17]=[CH:16][CH:15]=[C:14]([C:23]4[CH:24]=[CH:25][O:21][CH:22]=4)[CH:13]=3)[CH:10]=[N:11][C:7]=2[CH:6]=1 |f:2.3,^1:44,46,65,84|. Procedure details: A mixture of 1-(3-Bromophenyl)-5-formylbenzimidazole O-methyloxime (29a) from Example 8 (0.7 g, 2.1 mmol), 3-furanylboronic acid (0.26 g, 2.34 mmol), sodium bicarbonate (0.89 g, 10.6 mmol) and tetrakis(triphenylphosphine)palladium(0) (50 mg) in a mixture of water (5 ml) and dimethoxyethane (10 ml) is stirred at 80° C. under nitrogen over night. After cooling water is added and the mixture is extracted with ethyl acetate. The extract is dried over sodium sulfate and concentrated under reduced pre... Starting materials: C1(CCCC1)OC=1C=C(C=CC1OC)C1(CC(CCC1)=O)C#C ((±)-3-(3-cyclopentyloxy-4-methoxyphenyl)-3-ethynyl-cyclohexan-1one), IC=1C=C(C=CC1)[N+](=O)[O-] (3-iodonitrobenzene), C1(=CC=CC=C1)P(C1=CC=CC=C1)C1=CC=CC=C1 (triphenylphosphine). Reagents/catalysts: C=1C=CC(=CC1)[P](C=2C=CC=CC2)(C=3C=CC=CC3)[Pd]([P](C=4C=CC=CC4)(C=5C=CC=CC5)C=6C=CC=CC6)([P](C=7C=CC=CC7)(C=8C=CC=CC8)C=9C=CC=CC9)[P](C=1C=CC=CC1)(C=1C=CC=CC1)C=1C=CC=CC1 (tetrakis(triphenylphosphine)palladium(0)), [Cu]I (copper(I) iodide). Run in C(C)N(CC)CC (triethylamine). Conditions: temperature 80 celsius. Yields the product C1(CCCC1)OC=1C=C(C=CC1OC)C1(CC(CCC1)=O)C#CC1=CC(=CC=C1)[N+](=O)[O-] (3-(3-cyclopentyloxy-4-methoxyphenyl)-3-(3-nitrophenylethynyl)cylcohexan-1-one). Isolated yield 90.1%. Reaction SMILES: [CH:1]1([O:6][C:7]2[CH:8]=[C:9]([C:15]3([C:22]#[CH:23])[CH2:20][CH2:19][CH2:18][C:17](=[O:21])[CH2:16]3)[CH:10]=[CH:11][C:12]=2[O:13][CH3:14])[CH2:5][CH2:4][CH2:3][CH2:2]1.I[C:25]1[CH:26]=[C:27]([N+:31]([O-:33])=[O:32])[CH:28]=[CH:29][CH:30]=1.C1(P(C2C=CC=CC=2)C2C=CC=CC=2)C=CC=CC=1>C(N(CC)CC)C.C1C=CC([P]([Pd]([P](C2C=CC=CC=2)(C2C=CC=CC=2)C2C=CC=CC=2)([P](C2C=CC=CC=2)(C2C=CC=CC=2)C2C=CC=CC=2)[P](C2C=CC=CC=2)(C2C=CC=CC=2)C2C=CC=CC=2)(C2C=CC=CC=2)C2C=CC=CC=2)=CC=1.[Cu]I>[CH:1]1([O:6][C:7]2[CH:8]=[C:9]([C:15]3([C:22]#[C:23][C:25]4[CH:30]=[CH:29][CH:28]=[C:27]([N+:31]([O-:33])=[O:32])[CH:26]=4)[CH2:20][CH2:19][CH2:18][C:17](=[O:21])[CH2:16]3)[CH:10]=[CH:11][C:12]=2[O:13][CH3:14])[CH2:2][CH2:3][CH2:4][CH2:5]1 |^1:63,65,84,103|. Procedure: To a solution of the compound from Example 3 (E1) (0.2 g, 0.64 mmol) and 3-iodonitrobenzene (Aldrich, 0.16 g, 0.64 mmol) in triethylamine (4 mL) under an argon atmosphere was added trace tetrakis(triphenylphosphine)palladium(0), copper(I) iodide and triphenylphosphine. The mixture was heated at 80° C. for 0.2 h, was cooled to room temperature and was concentrated in vacuo. The residue was partitioned between ethyl acetate and water. The organic phase was washed with brine, was dried (MgSO4) and ... Starting materials: FC1=CC=C(COC2=CC(NC=C2)=O)C=C1 (4-((4-fluorobenzyl)oxy)pyridin-2(1H)-one), BrC=1C=CC2=C(N(C(=N2)C(=O)C2CC2)C)C1 ((6-bromo-1-methyl-1H-benzimidazol-2-yl)(cyclopropyl)methanone), CNCCNC (N,N′-dimethylethylenediamine), C([O-])([O-])=O.[K+].[K+] (potassium carbonate). The reagents and catalysts are [Cu](I)I (copper iodide). Solvent: CS(=O)C (DMSO). Conditions: temperature 150 celsius, time 1 hour. Product: C1(CC1)C(=O)C1=NC2=C(N1C)C=C(C=C2)N2C(C=C(C=C2)OCC2=CC=C(C=C2)F)=O (1-(2-(Cyclopropylcarbonyl)-1-methyl-1H-benzimidazol-6-yl)-4-((4-fluorobenzyl)oxy)pyridin-2(1H)-one). Yield: 16.9%. RXN SMILES: [F:1][C:2]1[CH:16]=[CH:15][C:5]([CH2:6][O:7][C:8]2[CH:13]=[CH:12][NH:11][C:10](=[O:14])[CH:9]=2)=[CH:4][CH:3]=1.Br[C:18]1[CH:19]=[CH:20][C:21]2[N:25]=[C:24]([C:26]([CH:28]3[CH2:30][CH2:29]3)=[O:27])[N:23]([CH3:31])[C:22]=2[CH:32]=1.CNCCNC.C(=O)([O-])[O-].[K+].[K+]>CS(C)=O.[Cu](I)I>[CH:28]1([C:26]([C:24]2[N:23]([CH3:31])[C:22]3[CH:32]=[C:18]([N:11]4[CH:12]=[CH:13][C:8]([O:7][CH2:6][C:5]5[CH:15]=[CH:16][C:2]([F:1])=[CH:3][CH:4]=5)=[CH:9][C:10]4=[O:14])[CH:19]=[CH:20][C:21]=3[N:25]=2)=[O:27])[CH2:30][CH2:29]1 |f:3.4.5|. Procedure details: A mixture of 4-((4-fluorobenzyl)oxy)pyridin-2(1H)-one (236 mg), (6-bromo-1-methyl-1H-benzimidazol-2-yl)(cyclopropyl)methanone (300 mg), N,N′-dimethylethylenediamine (0.115 ml), copper iodide (205 mg) and potassium carbonate (594 mg) in DMSO (3 ml) was stirred at 150° C. for 1 h. The mixture was purified by NH silica gel column chromatography (hexane/EtOAc). The obtained solid was washed with water and IPE to give the title compound (76 mg) as a yellow solid. Reactants: NC=1C=C(C=CC1N)C1=CC(=C(N)C=C1)N (3,3′-diaminobenzidine), C1(=CC=CC=C1)NC(=O)C1=CC=C(C=O)C=C1 (4-phenylaminocarbonylbenzaldehyde). Yields the product N1C(=NC2=C1C=CC(=C2)C2=CC1=C(N=C(N1)C1=CC=C(C(=O)NC3=CC=CC=C3)C=C1)C=C2)C2=CC=C(C(=O)NC1=CC=CC=C1)C=C2 (4,4′-(1H,3′H-[5,5′-bibenzo[d]imidazole]-2,2′-diyl)bis(N-phenylbenzamide)). Reaction SMILES: [NH2:1][C:2]1[CH:3]=[C:4]([C:9]2[CH:15]=[CH:14][C:12]([NH2:13])=[C:11]([NH2:16])[CH:10]=2)[CH:5]=[CH:6][C:7]=1[NH2:8].[C:17]1([NH:23][C:24]([C:26]2[CH:33]=[CH:32][C:29]([CH:30]=O)=[CH:28][CH:27]=2)=[O:25])[CH:22]=[CH:21][CH:20]=[CH:19][CH:18]=1>>[NH:8]1[C:7]2[CH:6]=[CH:5][C:4]([C:9]3[CH:15]=[CH:14][C:12]4[N:13]=[C:30]([C:29]5[CH:32]=[CH:33][C:26]([C:24]([NH:23][C:17]6[CH:22]=[CH:21][CH:20]=[CH:19][CH:18]=6)=[O:25])=[CH:27][CH:28]=5)[NH:16][C:11]=4[CH:10]=3)=[CH:3][C:2]=2[N:1]=[C:30]1[C:29]1[CH:28]=[CH:27][C:26]([C:24]([NH:23][C:17]2[CH:22]=[CH:21][CH:20]=[CH:19][CH:18]=2)=[O:25])=[CH:33][CH:32]=1. Reported procedure: Compound 261 was prepared according to the procedure similar to that described in Scheme III from 3,3′-diaminobenzidine and 4-phenylaminocarbonylbenzaldehyde. [M+H]+ calcd for C40H28N6O2: 625.23; found: 625.53. The product is FC(COC=1C=CC=2S(C3=CC=CC=C3OC2C1)(=O)=O)(F)F (3-(2,2,2-trifluoroethoxy)phenoxathiin 10,10-dioxide). Isolated yield 32.5%. Procedure details: 1,1,1-Trifluoro-2-ethanol (Aldrich) (0.44 g, 0.004 mole) was added to a stirred, ice-bath cooled mixture of potassium hydride (approximate 50% dispersion in mineral oil) (Aldrich) (0.32 g, 0.004 mole) and N,N-dimethylformamide (75 mL). The ice-bath was removed, and the reaction was stirred at ambient temperature for 1 hour. 3-Fluorophenoxathiin 10,10-dioxide (Example 47) (1.00 g, 0.004 mole) was added, and the mixture was heated at reflux under nitrogen for 2 hours. The reaction was cooled, and ... The reactants are FC(CO)(F)F (1,1,1-Trifluoro-2-ethanol), [H-].[K+] (potassium hydride), FC=1C=CC=2S(C3=CC=CC=C3OC2C1)(=O)=O (3-Fluorophenoxathiin 10,10-dioxide). Run in CN(C=O)C (N,N-dimethylformamide). Reaction conditions: time 1 hour. As a reaction SMILES: [F:1][C:2]([F:6])([F:5])[CH2:3][OH:4].[H-].[K+].F[C:10]1[CH:11]=[CH:12][C:13]2[S:14](=[O:25])(=[O:24])[C:15]3[C:20]([O:21][C:22]=2[CH:23]=1)=[CH:19][CH:18]=[CH:17][CH:16]=3>CN(C)C=O>[F:1][C:2]([F:6])([F:5])[CH2:3][O:4][C:10]1[CH:11]=[CH:12][C:13]2[S:14](=[O:24])(=[O:25])[C:15]3[C:20]([O:21][C:22]=2[CH:23]=1)=[CH:19][CH:18]=[CH:17][CH:16]=3 |f:1.2|. The reactants are BrB(Br)Br, COc1ccc(-c2ccncc2)cc1C=O, ClCCl. Yields the product O=Cc1cc(-c2ccncc2)ccc1O. As a reaction SMILES: [B:17]([Br:18])([Br:19])[Br:20].[CH3:1][O:2][c:3]1[c:4]([CH:5]=[O:6])[cH:7][c:8](-[c:11]2[cH:12][cH:13][n:14][cH:15][cH:16]2)[cH:9][cH:10]1.[Cl:21][CH2:22][Cl:23]>>[OH:2][c:3]1[c:4]([CH:5]=[O:6])[cH:7][c:8](-[c:11]2[cH:12][cH:13][n:14][cH:15][cH:16]2)[cH:9][cH:10]1. Starting materials: FC(F)(F)c1ncc(CBr)cn1, C[O-], CO, Cl, [O-]C(=[SH]CCC(F)(F)F)c1ccccc1, [Na+]. The product is FC(F)(F)CCSCc1cnc(C(F)(F)F)nc1. As a reaction SMILES: [Br:1][CH2:2][c:3]1[cH:4][n:5][c:6]([C:9]([F:10])([F:11])[F:12])[n:7][cH:8]1.[CH3:28][O-:29].[CH3:32][OH:33].[ClH:31].[F:13][C:14]([CH2:15][CH2:16][SH:17]=[C:18]([c:19]1[cH:20][cH:21][cH:22][cH:23][cH:24]1)[O-:25])([F:26])[F:27].[Na+:30]>>[CH2:2]([c:3]1[cH:4][n:5][c:6]([C:9]([F:10])([F:11])[F:12])[n:7][cH:8]1)[S:17][CH2:16][CH2:15][C:14]([F:13])([F:26])[F:27]. Starting materials: Br, O=C(O)C(F)CCc1ccccc1, Oc1ccc(SC2CCNC2)cc1. The product is O=C(C(F)CCc1ccccc1)N1CCC(Sc2ccc(O)cc2)C1. RXN SMILES: [BrH:14].[F:1][CH:2]([C:3](=[O:4])[OH:5])[CH2:6][CH2:7][c:8]1[cH:9][cH:10][cH:11][cH:12][cH:13]1.[NH:15]1[CH2:16][CH:17]([S:20][c:21]2[cH:22][cH:23][c:24]([OH:27])[cH:25][cH:26]2)[CH2:18][CH2:19]1>>[F:1][CH:2]([C:3](=[O:5])[N:15]1[CH2:16][CH:17]([S:20][c:21]2[cH:22][cH:23][c:24]([OH:27])[cH:25][cH:26]2)[CH2:18][CH2:19]1)[CH2:6][CH2:7][c:8]1[cH:9][cH:10][cH:11][cH:12][cH:13]1.